From a dataset of the Open Reaction Database (ORD), a public repository of structured organic reaction records. describe an organic reaction: reactants, conditions, products, and yield Reaction SMILES: [Cl:1][C:2]1[CH:23]=[CH:22][CH:21]=[CH:20][C:3]=1[C:4]([C:6]1[C:7](Cl)=[C:8]([Cl:18])[C:9]2[O:13][CH:12]([C:14]([OH:16])=[O:15])[CH2:11][C:10]=2[CH:17]=1)=O.[O:24]1C2C=CC=CC=2C(C2C(Cl)=C(Cl)C3OC(C(O)=O)CC=3C=2)=[N:25]1.S(=O)(=O)(O)O>C(O)C>[Cl:18][C:8]1[C:7]2[O:24][N:25]=[C:4]([C:3]3[CH:20]=[CH:21][CH:22]=[CH:23][C:2]=3[Cl:1])[C:6]=2[CH:17]=[C:10]2[CH2:11][CH:12]([C:14]([OH:16])=[O:15])[O:13][C:9]=12. Solvent: C(C)O (ethanol). Starting materials: ClC1=C(C(=O)C=2C(=C(C3=C(CC(O3)C(=O)O)C2)Cl)Cl)C=CC=C1 (5-(2-Chlorobenzoyl)-6,7-dichloro-2,3-dihydro- benzofuran-2-carboxylic acid), S(O)(O)(=O)=O (sulfuric acid), O1N=C(C2=C1C=CC=C2)C=2C(=C(C1=C(CC(O1)C(=O)O)C2)Cl)Cl (5-(3-benzisoxazolyl)-6,7-dichloro-2,3-dihydrobenzofuran-2-carboxylic acid). Procedure: 8-Chloro-3-(o-chlorophenyl)-5,6-dihydrofuro[3,2-f]-1,2-benzisoxazole-6-carboxylic acid (4d) was prepared from (3d) using the procedure above; the product contained a significant impurity, presumably the countercyclized 5-(3-benzisoxazolyl)-6,7-dichloro-2,3-dihydrobenzofuran-2-carboxylic acid. The mixture was dissolved in 200 ml. absolute ethanol and treated with 0.5 ml. concentrated sulfuric acid overnight. The solution was then evaporated to dryness, redissolved in ethyl acetate, washed with br... Product: ClC1=C2C(=CC=3C(=NOC31)C3=C(C=CC=C3)Cl)CC(O2)C(=O)O (8-Chloro-3-(o-chlorophenyl)-5,6-dihydrofuro[3,2-f]-1,2-benzisoxazole-6-carboxylic acid), ester. The reactants are ClCC1=CC=C(O1)C(=O)OCC (ethyl 5-chloromethyl-2-furancarboxylate), C([O-])([O-])=O.[Na+].[Na+] (sodium carbonate), CN(C=O)C (N,N-dimethylformamide), 28.8, N1C(=NC2=C1C=CC=C2)NC2CCN(CC2)C(=O)OCC (ethyl 4-(1H-benzimidazol-2-ylamino)-1-piperidinecarboxylate). Solvent: O (water). The product is 31.2, C(C)OC(=O)C1=CC=C(O1)CN1C(=NC2=C1C=CC=C2)NC2CCN(CC2)C(=O)OCC (ethyl 4-[[1-[[5-(ethoxycarbonyl)-2-furanyl]-methyl]-1H-benzimidazol-2-yl]amino]-1-piperidinecarboxylate). The yield is 70.8%. Reaction SMILES: [NH:1]1[C:5]2[CH:6]=[CH:7][CH:8]=[CH:9][C:4]=2[N:3]=[C:2]1[NH:10][CH:11]1[CH2:16][CH2:15][N:14]([C:17]([O:19][CH2:20][CH3:21])=[O:18])[CH2:13][CH2:12]1.Cl[CH2:23][C:24]1[O:28][C:27]([C:29]([O:31][CH2:32][CH3:33])=[O:30])=[CH:26][CH:25]=1.C(=O)([O-])[O-].[Na+].[Na+].CN(C)C=O>O>[CH2:32]([O:31][C:29]([C:27]1[O:28][C:24]([CH2:23][N:1]2[C:5]3[CH:6]=[CH:7][CH:8]=[CH:9][C:4]=3[N:3]=[C:2]2[NH:10][CH:11]2[CH2:16][CH2:15][N:14]([C:17]([O:19][CH2:20][CH3:21])=[O:18])[CH2:13][CH2:12]2)=[CH:25][CH:26]=1)=[O:30])[CH3:33] |f:2.3.4|. Procedure details: A mixture of 28.8 parts of ethyl 4-(1H-benzimidazol-2-ylamino)-1-piperidinecarboxylate (as prepared in Example XIV of U.S. Pat. No. 4,219,559), 33.9 parts of ethyl 5-chloromethyl-2-furancarboxylate, 15.9 parts of sodium carbonate and 282 parts of N,N-dimethylformamide was stirred for 2 nights at 70° C. The reaction mixture was poured into water and the product was extracted with methylbenzene. The extract was washed with water, dried, filtered and evaporated. The residue was purified by column c... Starting materials: COC1=CC=C(CN2N=CC(=C2)C2=NC(=NC=C2)SC)C=C1 (4-(1-(4-methoxybenzyl)-1H-pyrazol-4-yl)-2-(methylthio)pyrimidine), resultant mixture, C(=O)([O-])[O-].[K+].[K+] (K2CO3), C1=CC(=CC(=C1)Cl)C(=O)OO (m-CPBA), NC=1C(=CC(=C(C1)O)C)F (5-amino-4-fluoro-2-methylphenol). Run in O (Water), CN(C)C=O (DMF), ClCCl (dichloromethane). Reaction conditions: time 2 hour. Yields the product COC1=CC=C(CN2N=CC(=C2)C2=NC(=NC=C2)OC=2C(=CC(=C(C2)N)F)C)C=C1 (5-(4-(1-(4-methoxybenzyl)-1H-pyrazol-4-yl)pyrimidin-2-yloxy)-2-fluoro-4-methylbenzenamine). Yield: 84.0%. RXN SMILES: [CH3:1][O:2][C:3]1[CH:22]=[CH:21][C:6]([CH2:7][N:8]2[CH:12]=[C:11]([C:13]3[CH:18]=[CH:17][N:16]=[C:15](SC)[N:14]=3)[CH:10]=[N:9]2)=[CH:5][CH:4]=1.C1C=C(Cl)C=C(C(OO)=O)C=1.[NH2:34][C:35]1[C:36]([F:43])=[CH:37][C:38]([CH3:42])=[C:39]([OH:41])[CH:40]=1.C([O-])([O-])=O.[K+].[K+]>ClCCl.CN(C=O)C.O>[CH3:1][O:2][C:3]1[CH:22]=[CH:21][C:6]([CH2:7][N:8]2[CH:12]=[C:11]([C:13]3[CH:18]=[CH:17][N:16]=[C:15]([O:41][C:39]4[C:38]([CH3:42])=[CH:37][C:36]([F:43])=[C:35]([NH2:34])[CH:40]=4)[N:14]=3)[CH:10]=[N:9]2)=[CH:5][CH:4]=1 |f:3.4.5|. Procedure: To a solution of 4-(1-(4-methoxybenzyl)-1H-pyrazol-4-yl)-2-(methylthio)pyrimidine from Example A18 (200 mg, 0.64 mmol) in dichloromethane was added m-CPBA (220 mg, 1.28 mmol). The reaction was stirred for 2 hour at RT. Water was added, the organic layer was separated and the aqueous layer was extracted with dichloromethane. The combined organics were washed with brine and concentrated in vacuo. The residue was combined with 5-amino-4-fluoro-2-methylphenol (180 mg, 1.28 mmol) and K2CO3 (176 mg, 1... Reactants: O=C(NC1C=2C=CC=CC2CC1)C(F)(F)F. Reagents/catalysts: N=1C=CC(=CC1C=2N=CC=C(C2)C(C)(C)C)C(C)(C)C, O1B(OC(C)(C)C1(C)C)B2OC(C)(C)C(O2)(C)C, C[OH2+].C[OH2+].C1CC=CCCC=C1.C1CC=CCCC=C1.[Ir].[Ir]. Run in O1CCCC1. Run at temperature 50 celsius, time 20 hour. The product is O=C(NC1C2=CC=C(C=C2CC1)B3OC(C)(C)C(O3)(C)C)C(F)(F)F, O=C(NC1C2=CC(=CC=C2CC1)B3OC(C)(C)C(O3)(C)C)C(F)(F)F. The yield is 16.0%. Procedure details: Following general procedure F using N‐(2,3‐dihydro‐1H‐inden‐1‐yl)‐2,2,2‐trifluoroacetamide (57.3 mg, 0.25 mmol), B2pin2 (95 mg, 0.375 mmol), [Ir(COD)OMe]2 (2.5 mg, 0.00375 mmol) and dtbpy (2.0 mg, 0.0075 mmol) in THF (1.25 mL). The reaction was stirred at 50 °C for 20 hours before cooling and the solvents removed. Analysis of crude 1 H NMR using internal standard 1,2‐dimethoxyethane showed 29:16:6:33 dimeta:meta1:meta2:para borylation in 84% yield. Starting materials: CC(C)(C)[Si](C)(C)Cl, CN(C)C=O, COC(=O)Cc1cccc(CCC(=O)CO)c1, c1c[nH]cn1. The product is COC(=O)Cc1cccc(CCC(=O)CO[Si](C)(C)C(C)(C)C)c1. Reaction SMILES: [C:23]([CH3:24])([CH3:25])([CH3:26])[Si:27]([CH3:28])([CH3:29])[Cl:30].[O:31]=[CH:32][N:33]([CH3:34])[CH3:35].[OH:1][CH2:2][C:3]([CH2:4][CH2:5][c:6]1[cH:7][c:8]([CH2:12][C:13](=[O:14])[O:15][CH3:16])[cH:9][cH:10][cH:11]1)=[O:17].[nH:18]1[cH:19][cH:20][n:21][cH:22]1>>[O:1]([CH2:2][C:3]([CH2:4][CH2:5][c:6]1[cH:7][c:8]([CH2:12][C:13](=[O:14])[O:15][CH3:16])[cH:9][cH:10][cH:11]1)=[O:17])[Si:27]([C:23]([CH3:24])([CH3:25])[CH3:26])([CH3:28])[CH3:29].